Dataset: the Open Reaction Database (ORD), a public repository of structured organic reaction records. Task: describe an organic reaction: reactants, conditions, products, and yield Starting materials: CCCCCCCCBr, CN(C)C=O, [H-], Ic1cn[nH]c1, [Na+], O. Yields the product CCCCCCCCn1cc(I)cn1. RXN SMILES: [CH2:9]([CH2:10][CH2:11][CH2:12][CH2:13][CH2:14][CH2:15][CH3:16])[Br:17].[CH3:19][N:20]([CH3:21])[CH:22]=[O:23].[H-:2].[I:3][c:4]1[cH:5][n:6][nH:7][cH:8]1.[Na+:1].[OH2:18]>>[I:3][c:4]1[cH:5][n:6][n:7]([CH2:9][CH2:10][CH2:11][CH2:12][CH2:13][CH2:14][CH2:15][CH3:16])[cH:8]1. Starting materials: C(C)(=O)N[C@H]1C(O)O[C@@H]([C@H]([C@@H]1O)O)CO (N-acetylglucosamine), C(CCCCCCCCCCC)N (dodecylamine), C(CCCCCCCCCCC)(=O)Cl (dodecanoyl chloride). Yields the product C(CCCCCCCCCCC)N(C(CCCCCCCCCCC)=O)C1[C@@H]([C@@H](O)[C@H](O)[C@H](O1)CO)NC(C)=O (N-Dodecyl-N-(2-acetamido-2-deoxy-D-glucopyranosyl)dodecanoamide). Reaction SMILES: [C:1]([NH:4][C@@H:5]1[C@@H:11]([OH:12])[C@H:10]([OH:13])[C@@H:9]([CH2:14][OH:15])[O:8][CH:6]1O)(=[O:3])[CH3:2].[CH2:16]([NH2:28])[CH2:17][CH2:18][CH2:19][CH2:20][CH2:21][CH2:22][CH2:23][CH2:24][CH2:25][CH2:26][CH3:27].[C:29](Cl)(=[O:41])[CH2:30][CH2:31][CH2:32][CH2:33][CH2:34][CH2:35][CH2:36][CH2:37][CH2:38][CH2:39][CH3:40]>>[CH2:16]([N:28]([CH:6]1[O:8][C@H:9]([CH2:14][OH:15])[C@@H:10]([OH:13])[C@H:11]([OH:12])[C@H:5]1[NH:4][C:1](=[O:3])[CH3:2])[C:29](=[O:41])[CH2:30][CH2:31][CH2:32][CH2:33][CH2:34][CH2:35][CH2:36][CH2:37][CH2:38][CH2:39][CH3:40])[CH2:17][CH2:18][CH2:19][CH2:20][CH2:21][CH2:22][CH2:23][CH2:24][CH2:25][CH2:26][CH3:27]. Procedure: Preparation in analogy to Example 54 from N-acetylglucosamine, dodecylamine and dodecanoyl chloride.